Dataset: the Open Reaction Database (ORD), a public repository of structured organic reaction records. Task: describe an organic reaction: reactants, conditions, products, and yield Reactants: [Br-], CC(C)(C)OC(=O)N1CC(N)C1, C1COCCO1, CCCC[N+](CCCC)(CCCC)CCCC, O=C(NCCC1CC1)c1ccc(Cl)nn1, C1CCC2=NCCCN2CC1. Yields the product CC(C)(C)OC(=O)N1CC(Nc2ccc(C(=O)NCCC3CC3)nn2)C1. As a reaction SMILES: [Br-:39].[C:16](=[O:17])([O:18][C:19]([CH3:20])([CH3:21])[CH3:22])[N:23]1[CH2:24][CH:25]([NH2:27])[CH2:26]1.[CH2:57]1[O:58][CH2:59][CH2:60][O:61][CH2:62]1.[CH3:40][CH2:41][CH2:42][CH2:43][N+:44]([CH2:45][CH2:46][CH2:47][CH3:48])([CH2:49][CH2:50][CH2:51][CH3:52])[CH2:53][CH2:54][CH2:55][CH3:56].[CH:1]1([CH2:4][CH2:5][NH:6][C:7](=[O:8])[c:9]2[n:10][n:11][c:12]([Cl:15])[cH:13][cH:14]2)[CH2:2][CH2:3]1.[N:28]12[CH2:29][CH2:30][CH2:31][N:32]=[C:33]1[CH2:34][CH2:35][CH2:36][CH2:37][CH2:38]2>>[CH:1]1([CH2:4][CH2:5][NH:6][C:7](=[O:8])[c:9]2[n:10][n:11][c:12]([NH:27][CH:25]3[CH2:24][N:23]([C:16](=[O:17])[O:18][C:19]([CH3:20])([CH3:21])[CH3:22])[CH2:26]3)[cH:13][cH:14]2)[CH2:2][CH2:3]1. Starting materials: amine, NC1=CC=C(C=C1)C (p-toluidine), [Cl-].[NH4+] (ammonium chloride), C1(=CC=CC=C1)C(=C(C)P(C1CCCCC1)C1CCCCC1)C1=CC=CC=C1 (1,1-Diphenyl-2-(dicyclohexylphosphino)propene), amine, IC1=CC=C(C=C1)OC (p-iodoanisole), CC(C)([O-])C.[Na+] (sodium t-butoxide), amine. The reagents and catalysts are C(C)(=O)[O-].[Pd+2].C(C)(=O)[O-] (palladium acetate). Run in O1CCOCC1 (dioxane). Reaction conditions: temperature 100 celsius, time 8 hour. Yields the product COC1=CC=C(C=C1)NC1=CC=C(C=C1)C (N-p-methoxyphenyl-N-p-tolylamine). Isolated yield 82.3%. RXN SMILES: [NH2:1][C:2]1[CH:7]=[CH:6][C:5]([CH3:8])=[CH:4][CH:3]=1.I[C:10]1[CH:15]=[CH:14][C:13]([O:16][CH3:17])=[CH:12][CH:11]=1.CC(C)([O-])C.[Na+].C1(C(C2C=CC=CC=2)=C(P(C2CCCCC2)C2CCCCC2)C)C=CC=CC=1.[Cl-].[NH4+]>C([O-])(=O)C.[Pd+2].C([O-])(=O)C.O1CCOCC1>[CH3:17][O:16][C:13]1[CH:14]=[CH:15][C:10]([NH:1][C:2]2[CH:7]=[CH:6][C:5]([CH3:8])=[CH:4][CH:3]=2)=[CH:11][CH:12]=1 |f:2.3,5.6,7.8.9|. Procedure: Into a reactor were introduced 0.214 g (2.00 mmol) of p-toluidine and 4 mL of dioxane under a nitrogen atmosphere. The amine was dissolved in the solvent. To this solution were added 0.515 g (2.2 mol) of p-iodoanisole, 0.231 g (2.4 mmol) of sodium t-butoxide, 4.5 mg (1 mol % based on the amine) of palladium acetate, and 15.6 mg (2 mmol % based on the amine) of the 1,1-diphenyl-2-(dicyclohexylphosphino)propene obtained in Example 2. The resultant reaction mixture was stirred at 100° C. for 8 hour... The reactants are CN(C)C=O, CN1C(=O)c2ccccc2S1(=O)=O, COCCOC(=O)CCl, [H-], [Na+]. The product is COCCOC(=O)C1=C(O)c2ccccc2S(=O)(=O)N1C. RXN SMILES: [CH3:25][N:26]([CH3:27])[CH:28]=[O:29].[CH3:3][N:4]1[S:5](=[O:6])(=[O:7])[c:8]2[cH:9][cH:10][cH:11][cH:12][c:13]2[C:14]1=[O:15].[Cl:16][CH2:17][C:18](=[O:19])[O:20][CH2:21][CH2:22][O:23][CH3:24].[H-:1].[Na+:2]>>[CH3:3][N:4]1[S:5](=[O:6])(=[O:7])[c:8]2[cH:9][cH:10][cH:11][cH:12][c:13]2[C:14]([OH:15])=[C:17]1[C:18](=[O:19])[O:20][CH2:21][CH2:22][O:23][CH3:24]. The reactants are COC1=CC2=C(C(=CO2)COC2=C3C=C(NC3=CC=C2)C(=O)O)C=C1 (4-(6-methoxy-benzofuran-3-ylmethoxy)-1H-indole-2-carboxylic acid), NC1CCC(CC1)(O)CCN1C[C@@H]([C@H](CC1)O)C ((3S,4S)-1-[2-(4-Amino-1-hydroxy-cyclohexyl)-ethyl]-3-methyl-piperidin-4-ol). Product: OC1(CCC(CC1)NC(=O)C=1NC2=CC=CC(=C2C1)OCC1=COC2=C1C=CC(=C2)OC)CCN2C[C@@H]([C@H](CC2)O)C (4-(6-Methoxy-benzofuran-3-ylmethoxy)-1H-indole-2-carboxylic acid {4-hydroxy-4-[2-((3S,4S)-4-hydroxy-3-methyl-piperidin-1-yl)-ethyl]-cyclohexyl}-amide). Reaction SMILES: [CH3:1][O:2][C:3]1[CH:25]=[CH:24][C:6]2[C:7]([CH2:10][O:11][C:12]3[CH:20]=[CH:19][CH:18]=[C:17]4[C:13]=3[CH:14]=[C:15]([C:21](O)=[O:22])[NH:16]4)=[CH:8][O:9][C:5]=2[CH:4]=1.[NH2:26][CH:27]1[CH2:32][CH2:31][C:30]([CH2:34][CH2:35][N:36]2[CH2:41][CH2:40][C@H:39]([OH:42])[C@@H:38]([CH3:43])[CH2:37]2)([OH:33])[CH2:29][CH2:28]1>>[OH:33][C:30]1([CH2:34][CH2:35][N:36]2[CH2:41][CH2:40][C@H:39]([OH:42])[C@@H:38]([CH3:43])[CH2:37]2)[CH2:29][CH2:28][CH:27]([NH:26][C:21]([C:15]2[NH:16][C:17]3[C:13]([CH:14]=2)=[C:12]([O:11][CH2:10][C:7]2[C:6]4[CH:24]=[CH:25][C:3]([O:2][CH3:1])=[CH:4][C:5]=4[O:9][CH:8]=2)[CH:20]=[CH:19][CH:18]=3)=[O:22])[CH2:32][CH2:31]1. Procedure details: This compound is synthesized analogously to example 1 from 4-(6-methoxy-benzofuran-3-ylmethoxy)-1H-indole-2-carboxylic acid (synthesis described in WO2005077932A2, cmpd 120) and amine 14.